This data is from the Open Reaction Database (ORD), a public repository of structured organic reaction records. The task is: describe an organic reaction: reactants, conditions, products, and yield Starting materials: C[O-].[Na+] (Sodium methoxide), C(C)(C)[C@H]1[C@@H](C[C@@H](CC1)C)OC(=O)N1C(CC(C=C1)=O)C1=C(C=C(C=C1)F)C (4-Fluoro-2-methyl-phenyl-4-oxo-3,4-dihydro-2H-pyridine-1-carboxylic Acid (1R, 2S, 5R)-2-isopropyl-5-methyl-cyclohexyl Ester). Run in CO (MeOH). Yields the product FC1=CC(=C(C=C1)[C@@H]1NC=CC(C1)=O)C (2-(R)-(4-Fluoro-2-methyl-phenyl)-2,3-dihydro-1H-pyridin-4-one). Isolated yield 161.0%. As a reaction SMILES: C[O-].[Na+].C([C@@H]1CC[C@@H](C)C[C@H]1OC([N:17]1[CH:22]=[CH:21][C:20](=[O:23])[CH2:19][CH:18]1[C:24]1[CH:29]=[CH:28][C:27]([F:30])=[CH:26][C:25]=1[CH3:31])=O)(C)C>CO>[F:30][C:27]1[CH:28]=[CH:29][C:24]([C@H:18]2[CH2:19][C:20](=[O:23])[CH:21]=[CH:22][NH:17]2)=[C:25]([CH3:31])[CH:26]=1 |f:0.1|. Procedure details: Sodium methoxide (100 mg) was added to a solution of intermediate 6b (170 mg) in MeOH (15 mL) under a nitrogen atmosphere. The mixture was refluxed for two hours and the solvent was removed in vacuo. The residue was partitioned between water (10 mL) and AcOEt (15 mL). The layers were separated, and the aqueous phase was extracted with further AcOEt (4×10 mL). The combined organic extracts were washed with brine (10 mL), dried and concentrated in vacuo to give the title compound (145 mg) as a lig... Reactants: C(=C)[Mg]Br (Vinylmagnesium bromide), C(C)(C)(C)OC(=O)N[C@@H](CC1=CC=CC=C1)C(=O)O (N-(t-butyloxycarbonyl)-L-phenylalanine), C(CC(O)(C(=O)O)CC(=O)O)(=O)O (citric acid). Run in CCOCC (ether). Reaction conditions: temperature -10 celsius, time 5 hour. The product is C(C)(C)(C)OC(=O)N[C@H](C(C=C)=O)CC1=CC=CC=C1 ((4S)-4-(t-Butyloxycarbonylamino)-5-phenyl-1-penten-3-one). The yield is 35.0%. As a reaction SMILES: [CH:1]([Mg]Br)=[CH2:2].[C:5]([O:9][C:10]([NH:12][C@H:13]([C:21]([OH:23])=O)[CH2:14][C:15]1[CH:20]=[CH:19][CH:18]=[CH:17][CH:16]=1)=[O:11])([CH3:8])([CH3:7])[CH3:6].C(O)(=O)CC(CC(O)=O)(C(O)=O)O>CCOCC>[C:5]([O:9][C:10]([NH:12][C@@H:13]([CH2:14][C:15]1[CH:16]=[CH:17][CH:18]=[CH:19][CH:20]=1)[C:21](=[O:23])[CH:1]=[CH2:2])=[O:11])([CH3:6])([CH3:7])[CH3:8]. Procedure details: Vinylmagnesium bromide (1M in tetrahydrofuran) was cooled under N2 atmosphere to -10° C. and treated in portions with 10 g (37.7 mmol) of N-(t-butyloxycarbonyl)-L-phenylalanine. The resulting solution was stirred at -10° C. for 5 h, and poured into a rapidly stirring mixture of ice, 10% aqueous citric acid and ether. The mixture was separated, and the organic phase was washed sequentially with water, two portions of aqueous NaHCO3, and saturated brine; dried over MgSO4 ; and concentrated in vacu... The reactants are O=C1CCCCCCCCCCC1, C1CCCCCCCCCCC1. The product is OC1CCCCCCCCCCC1. Reaction SMILES: [C:13]1(=[O:25])[CH2:14][CH2:15][CH2:16][CH2:17][CH2:18][CH2:19][CH2:20][CH2:21][CH2:22][CH2:23][CH2:24]1.[CH2:1]1[CH2:2][CH2:3][CH2:4][CH2:5][CH2:6][CH2:7][CH2:8][CH2:9][CH2:10][CH2:11][CH2:12]1>>[CH:13]1([OH:25])[CH2:14][CH2:15][CH2:16][CH2:17][CH2:18][CH2:19][CH2:20][CH2:21][CH2:22][CH2:23][CH2:24]1. Reactants: C(C)(C)N(CC)C(C)C (Diisopropylethylamine), S(=O)(=O)(Cl)Cl (sulfonyl chloride), hydrochloride salt, ClC=1C(=C(C=CC1)NC1=NC=NC2=CC(=C(C=C12)CN(C1(CNC1)C(=O)N)C)OC)F (3-[({4-[(3-chloro-2-fluorophenyl)amino]-7-methoxyquinazolin-6-yl}methyl)(methyl)amino]azetidine-3-carboxamide). Run in C(Cl)Cl (CH2Cl2), C(Cl)Cl (CH2Cl2). Run at time 1 hour. The product is ClC=1C(=C(C=CC1)NC1=NC=NC2=CC(=C(C=C12)CN(C1(CN(C1)S(=O)(=O)C)C(=O)N)C)OC)F (3-[({4-[(3-chloro-2-fluorophenyl)amino]-7-methoxyquinazolin-6-yl}methyl)(methyl)amino]-1-(methylsulfonyl)azetidine-3-carboxamide). The yield is 31.9%. Reaction SMILES: [CH:1](N(C(C)C)CC)(C)C.[S:10](Cl)(Cl)(=[O:12])=[O:11].[Cl:15][C:16]1[C:17]([F:45])=[C:18]([NH:22][C:23]2[C:32]3[C:27](=[CH:28][C:29]([O:43][CH3:44])=[C:30]([CH2:33][N:34]([CH3:42])[C:35]4([C:39]([NH2:41])=[O:40])[CH2:38][NH:37][CH2:36]4)[CH:31]=3)[N:26]=[CH:25][N:24]=2)[CH:19]=[CH:20][CH:21]=1>C(Cl)Cl>[Cl:15][C:16]1[C:17]([F:45])=[C:18]([NH:22][C:23]2[C:32]3[C:27](=[CH:28][C:29]([O:43][CH3:44])=[C:30]([CH2:33][N:34]([CH3:42])[C:35]4([C:39]([NH2:41])=[O:40])[CH2:38][N:37]([S:10]([CH3:1])(=[O:12])=[O:11])[CH2:36]4)[CH:31]=3)[N:26]=[CH:25][N:24]=2)[CH:19]=[CH:20][CH:21]=1. Reported procedure: Diisopropylethylamine (72 μl, 0.41 mmol) then sulfonyl chloride (11 μl, 0.14 mmol) were added to a solution of the hydrochloride salt of 3-[({4-[(3-chloro-2-fluorophenyl)amino]-7-methoxyquinazolin-6-yl}methyl)(methyl)amino]azetidine-3-carboxamide (Example 74) (60 mg, 0.12 mmol) in CH2Cl2 (1 ml) at 0° C. After 1 hour, the reaction mixture was diluted in 50 ml CH2Cl2 and washed with water. The organic layer was dried on MgSO4, then concentrated under reduced pressure. The crude product was purifie... Reactants: CC(C)(C)OC(=O)N1CCC(Oc2ccn(-c3ccc(S(C)(=O)=O)cc3)c(=O)c2)CC1, Cl. The product is CS(=O)(=O)c1ccc(-n2ccc(OC3CCNCC3)cc2=O)cc1, Cl. As a reaction SMILES: [CH3:1][S:2](=[O:3])(=[O:4])[c:5]1[cH:6][cH:7][c:8](-[n:11]2[c:12](=[O:31])[cH:13][c:14]([O:17][CH:18]3[CH2:19][CH2:20][N:21]([C:24]([O:25][C:26]([CH3:27])([CH3:28])[CH3:29])=[O:30])[CH2:22][CH2:23]3)[cH:15][cH:16]2)[cH:9][cH:10]1.[ClH:32]>>[CH3:1][S:2](=[O:3])(=[O:4])[c:5]1[cH:6][cH:7][c:8](-[n:11]2[c:12](=[O:31])[cH:13][c:14]([O:17][CH:18]3[CH2:19][CH2:20][NH:21][CH2:22][CH2:23]3)[cH:15][cH:16]2)[cH:9][cH:10]1.[ClH:32]. The reactants are CI, CC#N, O=c1[nH]c2ccccc2n1CCCCl, [Na+], [OH-], O. Yields the product Cn1c(=O)n(CCCCl)c2ccccc21. As a reaction SMILES: [CH3:15][I:16].[CH3:19][C:20]#[N:21].[Cl:1][CH2:2][CH2:3][CH2:4][n:5]1[c:6](=[O:14])[nH:7][c:8]2[c:9]1[cH:10][cH:11][cH:12][cH:13]2.[Na+:18].[OH-:17].[OH2:22]>>[Cl:1][CH2:2][CH2:3][CH2:4][n:5]1[c:6](=[O:14])[n:7]([CH3:19])[c:8]2[c:9]1[cH:10][cH:11][cH:12][cH:13]2. Starting materials: CCCc1c(Cc2ccc(-c3ccccc3C#N)cc2)c(=O)n(C2CC(C(C)=O)C2)c2ncnn12, O=C([O-])O, ClC(Cl)Cl, O=C(OC(=O)C(F)(F)F)C(F)(F)F, [Na+], [Na+], [Na+], O, OO, O=S([O-])([O-])=S. Yields the product CCCc1c(Cc2ccc(-c3ccccc3C#N)cc2)c(=O)n(C2CC(O)C2)c2ncnn12. RXN SMILES: [C:1](=[O:2])([CH3:3])[CH:4]1[CH2:5][CH:6]([n:8]2[c:9]3[n:10]([c:11]([CH2:30][CH2:31][CH3:32])[c:12]([CH2:15][c:16]4[cH:17][cH:18][c:19](-[c:22]5[c:23]([C:28]#[N:29])[cH:24][cH:25][cH:26][cH:27]5)[cH:20][cH:21]4)[c:13]2=[O:14])[n:33][cH:34][n:35]3)[CH2:7]1.[C:52](=[O:53])([O-:54])[OH:55].[CH:64]([Cl:65])([Cl:66])[Cl:67].[F:39][C:40]([F:41])([F:43])[C:44](=[O:42])[O:45][C:46](=[O:47])[C:48]([F:49])([F:50])[F:51].[Na+:56].[Na+:62].[Na+:63].[OH2:36].[OH:37][OH:38].[S:57]([O-:58])([O-:59])(=[O:60])=[S:61]>>[CH:4]1([OH:42])[CH2:5][CH:6]([n:8]2[c:9]3[n:10]([c:11]([CH2:30][CH2:31][CH3:32])[c:12]([CH2:15][c:16]4[cH:17][cH:18][c:19](-[c:22]5[c:23]([C:28]#[N:29])[cH:24][cH:25][cH:26][cH:27]5)[cH:20][cH:21]4)[c:13]2=[O:14])[n:33][cH:34][n:35]3)[CH2:7]1. Starting materials: C([O-])([O-])=O.[Na+].[Na+] (sodium carbonate), cupric acetate, C1(CC1)B(O)O (cyclopropylboronic acid), ClC1=NC=C(C=C1NC(OC(C)(C)C)=O)F (Tert-butyl (2-chloro-5-fluoropyridin-3-yl)carbamate), ClC1=NC=C(C=C1NC(OC(C)(C)C)=O)F (Tert-butyl (2-chloro-5-fluoropyridin-3-yl)carbamate), FC(C(=O)O)(F)F (trifluoroacetic acid), N1=C(C=CC=C1)C1=NC=CC=C1 (2,2′-bipyridyl). Solvent: ClCCCl (1,2-Dichloroethane), C(C)(=O)OCC (ethyl acetate), ClCCl (dichloromethane). Conditions: temperature 45 celsius, time 1 hour. Product: ClC1=NC=C(C=C1NC1CC1)F (2-chloro-N-cyclopropyl-5-fluoropyridin-3-amine). Isolated yield 71.4%. RXN SMILES: [Cl:1][C:2]1[C:7]([NH:8][C:9](=O)OC(C)(C)C)=[CH:6][C:5]([F:16])=[CH:4][N:3]=1.F[C:18](F)(F)[C:19](O)=O.C(=O)([O-])[O-].[Na+].[Na+].N1C=CC=CC=1C1C=CC=CN=1.C1(B(O)O)CC1>ClCCl.C(OCC)(=O)C.ClCCCl>[Cl:1][C:2]1[C:7]([NH:8][CH:9]2[CH2:19][CH2:18]2)=[CH:6][C:5]([F:16])=[CH:4][N:3]=1 |f:2.3.4|. Procedure: Tert-butyl (2-chloro-5-fluoropyridin-3-yl)carbamate (Intermediate 36) (0.500 g, 2.027 mmol) was dissolved in dichloromethane (5 mL) and treated with trifluoroacetic acid (0.5 mL). The mixture was stirred at 45° C. for 1 hour then cooled to room temperature. The solution was evaporated to dryness under reduced pressure and the crude amine partitioned between 50% saturated sodium bicarbonate (80 mL) and ethyl acetate (60 mL). The organic was dried with magnesium sulfate and evaporated to dryness u... Reactants: [Li+].[Cl-] (LiCl), ON1C(C=2C(C1=O)=CC=CC2)=O (N-hydroxyphthalimide), C([O-])([O-])=O.[K+].[K+] (potassium carbonate), Cl[C@@H](C(=O)OC(C)(C)C)C ((R)-tert-butyl 2-chloropropanoate). Solvent: CN(C)C=O (DMF), CN(C)C=O (DMF), CCOC(=O)C (EtOAc). Conditions: time 5 day. Product: O=C1N(C(C2=CC=CC=C12)=O)O[C@H](C(=O)OC(C)(C)C)C ((S)-tert-butyl 2-((1,3-dioxoisoindolin-2-yl)oxy)propanoate). Yield: 37.7%. Reaction SMILES: [OH:1][N:2]1[C:6](=[O:7])[C:5]2=[CH:8][CH:9]=[CH:10][CH:11]=[C:4]2[C:3]1=[O:12].C(=O)([O-])[O-].[K+].[K+].Cl[C@H:20]([CH3:28])[C:21]([O:23][C:24]([CH3:27])([CH3:26])[CH3:25])=[O:22].[Li+].[Cl-]>CN(C=O)C.CCOC(C)=O>[O:7]=[C:6]1[C:5]2[C:4](=[CH:11][CH:10]=[CH:9][CH:8]=2)[C:3](=[O:12])[N:2]1[O:1][C@@H:20]([CH3:28])[C:21]([O:23][C:24]([CH3:27])([CH3:26])[CH3:25])=[O:22] |f:1.2.3,5.6|. Reported procedure: Prepared according to Yamawaki et al. Bioorg. Med. Chem. 2007, 15, 6716. To a slurry of N-hydroxyphthalimide (517 mg, 3.17 mmol) and potassium carbonate (657 mg, 4.76 mmol) in DMF (4.5 mL) was added (R)-tert-butyl 2-chloropropanoate (522 mg, 3.17 mmol). Additional DMF (4.5 mL) was added after the slurry became viscous. After stirring for 5 d it was diluted with EtOAc and poured into LiCl soln (5% aq, 90 mL). The aqueous layer was extracted with EtOAc (3×) and the combined organic layers were was...